Dataset: the Open Reaction Database (ORD), a public repository of structured organic reaction records. Task: describe an organic reaction: reactants, conditions, products, and yield Starting materials: C(C1=CC=CC=C1)N(C(=O)OC(C)(C)C)CCO (2-(N-benzyl-N-tert-butoxycarbonylamino)ethanol), FC1=CC=C(C=C1)O (4-fluorophenol), C1=CC=C(C=C1)P(C2=CC=CC=C2)C3=CC=CC=C3 (PPh3), CC(C)OC(=O)/N=N/C(=O)OC(C)C (DIAD). Solvent: C1CCOC1 (THF). Run at time 3 hour. Yields the product C(C1=CC=CC=C1)N(C(=O)OC(C)(C)C)CCOC1=CC=C(C=C1)F (1-[2-(N-benzyl-N-tert-butoxycarbonylamino)ethoxy]-4-fluorobenzene). Yield: 86.9%. As a reaction SMILES: [CH2:1]([N:8]([CH2:16][CH2:17][OH:18])[C:9]([O:11][C:12]([CH3:15])([CH3:14])[CH3:13])=[O:10])[C:2]1[CH:7]=[CH:6][CH:5]=[CH:4][CH:3]=1.[F:19][C:20]1[CH:25]=[CH:24][C:23](O)=[CH:22][CH:21]=1.C1C=CC(P(C2C=CC=CC=2)C2C=CC=CC=2)=CC=1.CC(OC(/N=N/C(OC(C)C)=O)=O)C>C1COCC1>[CH2:1]([N:8]([CH2:16][CH2:17][O:18][C:23]1[CH:24]=[CH:25][C:20]([F:19])=[CH:21][CH:22]=1)[C:9]([O:11][C:12]([CH3:13])([CH3:14])[CH3:15])=[O:10])[C:2]1[CH:7]=[CH:6][CH:5]=[CH:4][CH:3]=1. Reported procedure: To a solution of 2-(N-benzyl-N-tert-butoxycarbonylamino)ethanol (6.85 g, 27.3 mmol), 4-fluorophenol (3.07 g, 27.3 mmol) and PPh3 (7.83 g, 30.0 mmol) in THF (100 mL) was added DIAD (6.00 mL, 30.0 mmol) at room temperature. After being stirred for 3 hr, the reaction mixture was concentrated. Chromatography of the residue with hexane-EtOAc (8:1, v/v) as eluent gave 1-[2-(N-benzyl-N-tert-butoxycarbonylamino)ethoxy]-4-fluorobenzene (8.19 g, 64%) as a yellow oil. 1H-NMR (CDCl3) δ1.42-1.50 (m, 9H), 3.4...